The task is: describe an organic reaction: reactants, conditions, products, and yield. This data is from the Open Reaction Database (ORD), a public repository of structured organic reaction records. The reactants are CC(=O)O, CCO, Cl, O=Cc1cc(F)ccc1F, NO, [Na+], [OH-], O. Product: ON=Cc1cc(F)ccc1F. Reaction SMILES: [CH3:16][C:17](=[O:18])[OH:19].[CH3:20][CH2:21][OH:22].[ClH:11].[F:1][c:2]1[c:3]([CH:4]=[O:5])[cH:6][c:7]([F:10])[cH:8][cH:9]1.[NH2:12][OH:13].[Na+:15].[OH-:14].[OH2:23]>>[F:1][c:2]1[c:3]([CH:4]=[N:12][OH:13])[cH:6][c:7]([F:10])[cH:8][cH:9]1.